Task: describe an organic reaction: reactants, conditions, products, and yield. Dataset: the Open Reaction Database (ORD), a public repository of structured organic reaction records Starting materials: ClC=1C=C2N=C3C=CC(=CC3=C(C2=CC1)Cl)OC (6,9-dichloro-2-methoxyacridine), COCCCCN (4-methoxybutan-1-amine). Product: ClC=1C=C2N=C3C=CC(=CC3=C(C2=CC1)NCCCCOC)OC (6-Chloro-2-methoxy-N-(4-methoxybutyl)acridin-9-amine). RXN SMILES: [Cl:1][C:2]1[CH:3]=[C:4]2[C:13](=[CH:14][CH:15]=1)[C:12](Cl)=[C:11]1[C:6]([CH:7]=[CH:8][C:9]([O:17][CH3:18])=[CH:10]1)=[N:5]2.[CH3:19][O:20][CH2:21][CH2:22][CH2:23][CH2:24][NH2:25]>>[Cl:1][C:2]1[CH:3]=[C:4]2[C:13](=[CH:14][CH:15]=1)[C:12]([NH:25][CH2:24][CH2:23][CH2:22][CH2:21][O:20][CH3:19])=[C:11]1[C:6]([CH:7]=[CH:8][C:9]([O:17][CH3:18])=[CH:10]1)=[N:5]2. Reported procedure: Following the general procedure of Example 1 and making non-critical variations, but using 6,9-dichloro-2-methoxyacridine and commercially available 4-methoxybutan-1-amine, the title compound was obtained; MS (Found M+1=345). Reactants: C(C)O.CO (Ethanol Methanol), C(=O)O.NC1=C2C(=NC=N1)N(N=C2C2=CC(=CC(=C2)O)F)C(C)C=2OC(C1=CC=CC=C1C2C2=CC(=CC=C2)CCCN(C)C)=O (3-(1-(4-amino-3-(3-fluoro-5-hydroxyphenyl)-1H-pyrazolo[3,4-d]pyrimidin-1-yl)ethyl)-4-(3-(3-(dimethylamino)propyl)phenyl)-1H-isochromen-1-one formate), 65/35v/v. The solvent is C(C)O (Ethanol). Yields the product NC1=C2C(=NC=N1)N(N=C2C2=CC(=CC(=C2)O)F)C(C)C=2OC(C1=CC=CC=C1C2C2=CC(=CC=C2)CCCN(C)C)=O (3-(1-(4-amino-3-(3-fluoro-5-hydroxyphenyl)-1H-pyrazolo[3,4-d]pyrimidin-1-yl)ethyl)-4-(3-(3-(dimethylamino)propyl)phenyl)-1H-isochromen-1-one). RXN SMILES: C(O)=O.[NH2:4][C:5]1[N:10]=[CH:9][N:8]=[C:7]2[N:11]([CH:22]([C:24]3[O:25][C:26](=[O:46])[C:27]4[C:32]([C:33]=3[C:34]3[CH:39]=[CH:38][CH:37]=[C:36]([CH2:40][CH2:41][CH2:42][N:43]([CH3:45])[CH3:44])[CH:35]=3)=[CH:31][CH:30]=[CH:29][CH:28]=4)[CH3:23])[N:12]=[C:13]([C:14]3[CH:19]=[C:18]([OH:20])[CH:17]=[C:16]([F:21])[CH:15]=3)[C:6]=12.C(O)C.CO>C(O)C>[NH2:4][C:5]1[N:10]=[CH:9][N:8]=[C:7]2[N:11]([CH:22]([C:24]3[O:25][C:26](=[O:46])[C:27]4[C:32]([C:33]=3[C:34]3[CH:39]=[CH:38][CH:37]=[C:36]([CH2:40][CH2:41][CH2:42][N:43]([CH3:44])[CH3:45])[CH:35]=3)=[CH:31][CH:30]=[CH:29][CH:28]=4)[CH3:23])[N:12]=[C:13]([C:14]3[CH:19]=[C:18]([OH:20])[CH:17]=[C:16]([F:21])[CH:15]=3)[C:6]=12 |f:0.1,2.3|. Procedure details: Racemate 3-(1-(4-amino-3-(3-fluoro-5-hydroxyphenyl)-1H-pyrazolo[3,4-d]pyrimidin-1-yl)ethyl)-4-(3-(3-(dimethylamino)propyl)phenyl)-1H-isochromen-1-one formate (example 137, 0.020 g, 0.860 mmol) was dissolved in 2 ml of Ethanol and submitted to chiral resolution by Chiral preparative chromatography. Conditions: Column: Chiralpak IC (25×2 cm), 5 um; Mobile phase: n-Hexane/(2-Propanol/Methanol 1/1+0.1% isopropylamine) 65/35v/v; Flow rate: 16 ml/min; DAD detection: 220 nm; Loop: 500 μl; Injection: 5 ...